Dataset: the Open Reaction Database (ORD), a public repository of structured organic reaction records. Task: describe an organic reaction: reactants, conditions, products, and yield Reactants: COCCOC, CCO, CCOC(C)=O, [Cl-], Nc1cnc(Br)cn1, [Na+], [Na+], [Na+], O=C([O-])[O-], O, Cl[Pd]Cl, c1ccc(P(c2ccccc2)c2ccccc2)cc1, c1ccc(P(c2ccccc2)c2ccccc2)cc1, OB(O)c1cccs1. The product is Nc1cnc(-c2cccs2)cn1. RXN SMILES: [CH3:25][O:26][CH2:27][CH2:28][O:29][CH3:30].[CH3:31][CH2:32][OH:33].[CH3:34][CH2:35][O:36][C:37](=[O:38])[CH3:39].[Cl-:24].[NH2:1][c:2]1[n:3][cH:4][c:5]([Br:8])[n:6][cH:7]1.[Na+:17].[Na+:18].[Na+:23].[O-:19][C:20](=[O:21])[O-:22].[OH2:40].[Pd:41]([Cl:42])[Cl:43].[c:44]1([P:45]([c:46]2[cH:47][cH:48][cH:49][cH:50][cH:51]2)[c:52]2[cH:53][cH:54][cH:55][cH:56][cH:57]2)[cH:58][cH:59][cH:60][cH:61][cH:62]1.[c:63]1([P:64]([c:65]2[cH:66][cH:67][cH:68][cH:69][cH:70]2)[c:71]2[cH:72][cH:73][cH:74][cH:75][cH:76]2)[cH:77][cH:78][cH:79][cH:80][cH:81]1.[s:9]1[c:10]([B:14]([OH:15])[OH:16])[cH:11][cH:12][cH:13]1>>[NH2:1][c:2]1[n:3][cH:4][c:5](-[c:10]2[s:9][cH:13][cH:12][cH:11]2)[n:6][cH:7]1. Starting materials: Cn1cc(NC(=O)OC(C)(C)C)nc1C(=O)O, [Cl-], CC(C)=C(Cl)N(C)C, ClC(Cl)Cl. Product: Cn1cc(NC(=O)OC(C)(C)C)nc1C(=O)Cl. RXN SMILES: [CH3:9][n:10]1[c:11]([C:23](=[O:24])[OH:25])[n:12][c:13]([NH:15][C:16](=[O:17])[O:18][C:19]([CH3:20])([CH3:21])[CH3:22])[cH:14]1.[Cl-:26].[Cl:1][C:2]([N:3]([CH3:4])[CH3:5])=[C:6]([CH3:7])[CH3:8].[Cl:27][CH:28]([Cl:29])[Cl:30]>>[Cl:1][C:23]([c:11]1[n:10]([CH3:9])[cH:14][c:13]([NH:15][C:16](=[O:17])[O:18][C:19]([CH3:20])([CH3:21])[CH3:22])[n:12]1)=[O:25]. The reactants are O=C1CCC(=O)N1Br, CN(C)C=O, CCOC(C)=O, [Na+], [Na+], O=S([O-])([O-])=S, N#Cc1cc2cn[nH]c2s1. Yields the product N#Cc1cc2c(Br)n[nH]c2s1. RXN SMILES: [Br:11][N:12]1[C:13](=[O:14])[CH2:15][CH2:16][C:17]1=[O:18].[CH3:26][N:27]([CH3:28])[CH:29]=[O:30].[CH3:31][CH2:32][O:33][C:34](=[O:35])[CH3:36].[Na+:24].[Na+:25].[S:19]([O-:20])([O-:21])(=[O:22])=[S:23].[nH:1]1[n:2][cH:3][c:4]2[c:5]1[s:6][c:7]([C:9]#[N:10])[cH:8]2>>[nH:1]1[n:2][c:3]([Br:11])[c:4]2[c:5]1[s:6][c:7]([C:9]#[N:10])[cH:8]2. The reactants are O=C([O-])[O-], C1CCOC1, CC#N, CC1(CI)COC1, [K+], [K+], Cn1ncc(NC(=O)c2nc(-c3c(F)cccc3F)sc2NC(=O)OC(C)(C)C)c1N1CCCC(N)CC1, O. Yields the product Cn1ncc(NC(=O)c2nc(-c3c(F)cccc3F)sc2NC(=O)OC(C)(C)C)c1N1CCCC(NCC2(C)COC2)CC1. RXN SMILES: [C:46](=[O:47])([O-:48])[O-:49].[CH2:56]1[O:57][CH2:58][CH2:59][CH2:60]1.[CH3:53][C:54]#[N:55].[I:39][CH2:40][C:41]1([CH3:45])[CH2:42][O:43][CH2:44]1.[K+:50].[K+:51].[NH2:1][CH:2]1[CH2:3][CH2:4][N:5]([c:9]2[c:10]([NH:15][C:16](=[O:17])[c:18]3[n:19][c:20](-[c:31]4[c:32]([F:38])[cH:33][cH:34][cH:35][c:36]4[F:37])[s:21][c:22]3[NH:23][C:24]([O:25][C:26]([CH3:27])([CH3:28])[CH3:29])=[O:30])[cH:11][n:12][n:13]2[CH3:14])[CH2:6][CH2:7][CH2:8]1.[OH2:52]>>[NH:1]([CH:2]1[CH2:3][CH2:4][N:5]([c:9]2[c:10]([NH:15][C:16](=[O:17])[c:18]3[n:19][c:20](-[c:31]4[c:32]([F:38])[cH:33][cH:34][cH:35][c:36]4[F:37])[s:21][c:22]3[NH:23][C:24]([O:25][C:26]([CH3:27])([CH3:28])[CH3:29])=[O:30])[cH:11][n:12][n:13]2[CH3:14])[CH2:6][CH2:7][CH2:8]1)[CH2:40][C:41]1([CH3:45])[CH2:42][O:43][CH2:44]1. Reactants: C#CCCCCCC (1-octyne), C1(=CC=CC=C1)C#C (phenylacetylene), C(#N)C1=CC=NC=C1 (4-cyanopyridine). The solvent is C(C1=CC=CC=C1)#N (benzonitrile). Reaction conditions: time 21 hour. The product is C(#CCCCCCC)C1=CC=NC=C1 (4-(1-octynyl)pyridine). The yield is 80.0%. As a reaction SMILES: [CH:1]#[C:2][CH2:3][CH2:4][CH2:5][CH2:6][CH2:7]C.C1(C#C)C=CC=CC=1.[C:17]([C:19]1[CH:24]=[CH:23][N:22]=[CH:21][CH:20]=1)#N>C(#N)C1C=CC=CC=1>[C:17]([C:19]1[CH:24]=[CH:23][N:22]=[CH:21][CH:20]=1)#[C:1][CH2:2][CH2:3][CH2:4][CH2:5][CH2:6][CH3:7]. Reported procedure: The procedure was identical to Example 2, with the exception that 1-octyne (0.590 ml; 0.441 g; 4.00 mmol) was used as a substrate instead of phenylacetylene and 4-cyanopyridine (0.208 g; 2.00 mmol) was used as a substrate instead of benzonitrile. GC analysis of the organic phase of the hydrolyzed reaction sample after 21 h at room temperature showed the presence of 1.60 mmol (80% yield) of 4-(1-octynyl)pyridine and no remaining 4-cyanopyridine in the reaction mixture. Starting materials: IC1=CC=C2C(=CC(=NC2=C1)C)N1CCCC1 (7-iodo-2-methyl-4-pyrrolidin-1-yl-quinoline), CC1=C(SC=C1)CN (3-metylthiophene-2-metylamine). Yields the product CC1=NC2=CC(=CC=C2C(=C1)N1CCCC1)NCC=1SC=CC1C ((2-methyl-4-pyrrolidin-1-yl-quinolin-7-yl)-(3-methyl-thiophen-2-ylmethyl)-amine). Reaction SMILES: I[C:2]1[CH:11]=[C:10]2[C:5]([C:6]([N:13]3[CH2:17][CH2:16][CH2:15][CH2:14]3)=[CH:7][C:8]([CH3:12])=[N:9]2)=[CH:4][CH:3]=1.[CH3:18][C:19]1[CH:23]=[CH:22][S:21][C:20]=1[CH2:24][NH2:25]>>[CH3:12][C:8]1[CH:7]=[C:6]([N:13]2[CH2:17][CH2:16][CH2:15][CH2:14]2)[C:5]2[C:10](=[CH:11][C:2]([NH:25][CH2:24][C:20]3[S:21][CH:22]=[CH:23][C:19]=3[CH3:18])=[CH:3][CH:4]=2)[N:9]=1. Procedure details: In analogy to example 1, on reaction of 7-iodo-2-methyl-4-pyrrolidin-1-yl-quinoline with 3-metylthiophene-2-metylamine there was obtained (2-methyl-4-pyrrolidin-1-yl-quinolin-7-yl)-(3-methyl-thiophen-2-ylmethyl)-amine as yellow foam. ISP mass spectrum, m/e: 338.3 (M+1 calculated for C20H23N3S: 338). Starting materials: ClC=1N=CC(=NC1)C(=O)OC (methyl 5-chloropyrazine-2-carboxylate), CN(C)C=O (DMF), C(C)(=O)O (Acetic acid), [H-].[Na+] (sodium hydride), COCCO (2-methoxyethanol), CN(C)C=O (DMF). Solvent: O (water). Run at time 10 minute. The product is COCCOC=1N=CC(=NC1)C(=O)OCCOC (2-methoxyethyl 5-(2-methoxyethoxy)-pyrazine-2-carboxylate). RXN SMILES: [H-].[Na+].[CH3:3][O:4][CH2:5][CH2:6][OH:7].Cl[C:9]1[N:10]=[CH:11][C:12]([C:15]([O:17][CH3:18])=[O:16])=[N:13][CH:14]=1.[C:19]([OH:22])(=O)C.[CH3:23]N(C=O)C>O>[CH3:3][O:4][CH2:5][CH2:6][O:7][C:9]1[N:10]=[CH:11][C:12]([C:15]([O:17][CH2:18][CH2:23][O:22][CH3:19])=[O:16])=[N:13][CH:14]=1 |f:0.1|. Procedure: 60% sodium hydride (27.8 mg) was added to a solution of 2-methoxyethanol (50.2 μl) in DMF (1 ml) under ice-cooling, followed by stirring for 10 minutes. A solution of methyl 5-chloropyrazine-2-carboxylate (100 mg) in DMF (1 ml) was added to the reaction solution at the same temperature, followed by stirring for one hour and 50 minutes. Acetic acid (50.0 μl) and water were added to the reaction solution, followed by extraction with ethyl acetate. The organic layer was concentrated under reduced p...